Dataset: the Open Reaction Database (ORD), a public repository of structured organic reaction records. Task: describe an organic reaction: reactants, conditions, products, and yield The reactants are CCO, O=Cc1ncn2ccsc12, Cl, NO, [Na+], [OH-]. Yields the product ON=Cc1ncn2ccsc12. Reaction SMILES: [CH3:16][CH2:17][OH:18].[CH:1](=[O:2])[c:3]1[n:4][cH:5][n:6]2[c:7]1[s:8][cH:9][cH:10]2.[ClH:11].[NH2:12][OH:13].[Na+:15].[OH-:14]>>[CH:1]([c:3]1[n:4][cH:5][n:6]2[c:7]1[s:8][cH:9][cH:10]2)=[N:12][OH:13]. The reactants are C(Cl)Cl (CH2Cl2), C(=O)([O-])[O-].[Na+].[Na+] (Na2CO3), C1(=CC=CC=C1)B(O)O (phenylboronic acid), O (water). The reagents and catalysts are C1=CC=C(C=C1)P([C-]2C=CC=C2)C3=CC=CC=C3.C1=CC=C(C=C1)P([C-]2C=CC=C2)C3=CC=CC=C3.Cl[Pd]Cl.[Fe+2] (Pd(dppf)Cl2). Run in COCCOC.O (DME H2O). Conditions: temperature 100 celsius. Yields the product OC1=C(C=O)C=C(C=C1)C1=CC=CC=C1 (2-Hydroxy-5-phenylbenzaldehyde). The yield is 50.0%. As a reaction SMILES: [C:1]1(B(O)O)[CH:6]=[CH:5][CH:4]=[CH:3][CH:2]=1.C(Cl)Cl.[C:13]([O-:16])([O-])=O.[Na+].[Na+].[OH2:19]>COCCOC.O.C1C=CC(P(C2C=CC=CC=2)[C-]2C=CC=C2)=CC=1.C1C=CC(P(C2C=CC=CC=2)[C-]2C=CC=C2)=CC=1.Cl[Pd]Cl.[Fe+2]>[OH:19][C:1]1[CH:6]=[CH:5][C:4]([C:1]2[CH:6]=[CH:5][CH:4]=[CH:3][CH:2]=2)=[CH:3][C:2]=1[CH:13]=[O:16] |f:2.3.4,6.7,8.9.10.11|. Procedure: (Fahmy, A. M.; Revue Roumaine de Chimie 1985, V30(8), P749-52) Bromosalicaldehyde (S1, 525 mg, 2.6 mmol), phenylboronic acid (S2, 349 mg, 2.86 mmol), Pd(dppf)Cl2.CH2Cl2 (106 mg, 0.13 mmol) and Na2CO3 (413 mg, 3.9 mmol) were dissolved in degassed DME/H2O (3:1) and stirred at reflux (100° C.) for 5 h. After cooling, the mixture was poured into water and extracted with DCM (3×100 ml). The combined organic layers were dried over Na2SO4 and the residue purified by silica gel chromatography (Et2O, 100... The reactants are COCCn1c(-c2ccc(C(C)C)cc2)nc2c(Br)ccc(OC)c21, [Na+], [Na+], O=C([O-])[O-], O, [Pd], c1ccc(P(c2ccccc2)c2ccccc2)cc1, OB(O)c1ccccc1, Cc1ccccc1, c1ccc(P(c2ccccc2)c2ccccc2)cc1, c1ccc(P(c2ccccc2)c2ccccc2)cc1, c1ccc(P(c2ccccc2)c2ccccc2)cc1. Product: COCCn1c(-c2ccc(C(C)C)cc2)nc2c(-c3ccccc3)ccc(OC)c21. Reaction SMILES: [Br:1][c:2]1[cH:3][cH:4][c:5]([O:24][CH3:25])[c:6]2[n:7]([CH2:20][CH2:21][O:22][CH3:23])[c:8](-[c:11]3[cH:12][cH:13][c:14]([CH:17]([CH3:18])[CH3:19])[cH:15][cH:16]3)[n:9][c:10]12.[Na+:26].[Na+:27].[O-:28][C:29](=[O:30])[O-:31].[OH2:41].[Pd:49].[c:107]1([P:108]([c:109]2[cH:110][cH:111][cH:112][cH:113][cH:114]2)[c:115]2[cH:116][cH:117][cH:118][cH:119][cH:120]2)[cH:121][cH:122][cH:123][cH:124][cH:125]1.[c:32]1([B:38]([OH:39])[OH:40])[cH:33][cH:34][cH:35][cH:36][cH:37]1.[c:42]1([CH3:43])[cH:44][cH:45][cH:46][cH:47][cH:48]1.[c:50]1([P:51]([c:52]2[cH:53][cH:54][cH:55][cH:56][cH:57]2)[c:58]2[cH:59][cH:60][cH:61][cH:62][cH:63]2)[cH:64][cH:65][cH:66][cH:67][cH:68]1.[c:69]1([P:70]([c:71]2[cH:72][cH:73][cH:74][cH:75][cH:76]2)[c:77]2[cH:78][cH:79][cH:80][cH:81][cH:82]2)[cH:83][cH:84][cH:85][cH:86][cH:87]1.[c:88]1([P:89]([c:90]2[cH:91][cH:92][cH:93][cH:94][cH:95]2)[c:96]2[cH:97][cH:98][cH:99][cH:100][cH:101]2)[cH:102][cH:103][cH:104][cH:105][cH:106]1>>[c:2]1(-[c:32]2[cH:33][cH:34][cH:35][cH:36][cH:37]2)[cH:3][cH:4][c:5]([O:24][CH3:25])[c:6]2[n:7]([CH2:20][CH2:21][O:22][CH3:23])[c:8](-[c:11]3[cH:12][cH:13][c:14]([CH:17]([CH3:18])[CH3:19])[cH:15][cH:16]3)[n:9][c:10]12. The reactants are FC=1C(=C2NC(C(NC2=CC1F)=O)=O)[N+](=O)[O-] (6,7-difluoro-5-nitro-1,4-dihydroquinoxaline-2,3-dione), [OH-].[NH4+] (ammonium hydroxide), Cl (HCl). The reagents and catalysts are [OH-].[NH4+] (ammonium hydroxide). The solvent is O (water). Reaction conditions: temperature 80 celsius. Product: NC=1C(=C2NC(C(NC2=CC1F)=O)=O)[N+](=O)[O-] (6-Amino-7-fluoro-5-nitro-1,4-dihydroquinoxaline-2,3-dione). Yield: 76.0%. As a reaction SMILES: F[C:2]1[C:3]([N+:15]([O-:17])=[O:16])=[C:4]2[C:9](=[CH:10][C:11]=1[F:12])[NH:8][C:7](=[O:13])[C:6](=[O:14])[NH:5]2.[OH-].[NH4+:19].Cl>[OH-].[NH4+].O>[NH2:19][C:2]1[C:3]([N+:15]([O-:17])=[O:16])=[C:4]2[C:9](=[CH:10][C:11]=1[F:12])[NH:8][C:7](=[O:13])[C:6](=[O:14])[NH:5]2 |f:1.2,4.5|. Procedure: To a solution of 20 mg (0.082 mmol) of 6,7-difluoro-5-nitro-1,4-dihydroquinoxaline-2,3-dione in 0.5 m; of DMSO-d6 was added 2 drops of 30% ammonium hydroxide and the solution was heated at 80° C. for 24 h. To the mixture was added one more drop of 30% ammonium hydroxide and it was heated at 80° C. for 10 h. The mixture was added to 4 mL of water and then acidified with 2 N HCl to pH=1. The precipitate was filtered, washed with water, and dried to leave a yellow solid (15 mg, 76%); mp 250° C. (de... As a reaction SMILES: [CH2:1]([C:3]1[CH:17]=[C:16]([O:18][CH2:19][CH:20]=[C:21]([Cl:23])[Cl:22])[CH:15]=[C:14]([CH2:24][CH3:25])[C:4]=1[O:5][CH2:6][CH2:7][CH2:8][CH2:9][O:10][CH2:11][CH:12]=[O:13])[CH3:2].[Cl-].[NH4+].[C:28](=[O:31])([O-])O.[Na+].[CH3:33]O>>[CH2:24]([C:14]1[CH:15]=[C:16]([O:18][CH2:19][CH:20]=[C:21]([Cl:22])[Cl:23])[CH:17]=[C:3]([CH2:1][CH3:2])[C:4]=1[O:5][CH2:6][CH2:7][CH2:8][CH2:9][O:10][CH2:11][CH:12]([O:31][CH3:28])[O:13][CH3:33])[CH3:25] |f:1.2,3.4|. Starting materials: C(C)C1=C(OCCCCOCC=O)C(=CC(=C1)OCC=C(Cl)Cl)CC (4-(2,6-diethyl-4-(3,3-dichloro-2-propenyloxy)phenoxy)butyloxyacetaldehyde), [Cl-].[NH4+] (ammonium chloride), CO (methanol), crude product, C(O)([O-])=O.[Na+] (sodium hydrogencarbonate). Yield: 71.0%. Product: C(C)C=1C=C(C=C(C1OCCCCOCC(OC)OC)CC)OCC=C(Cl)Cl (3,5-diethyl-1-(3,3-dichloro-2-propenyloxy)-4-(4-(2,2-dimethoxyethoxy)butyloxy)benzene). Procedure details: First, 0.39 g of 4-(2,6-diethyl-4-(3,3-dichloro-2-propenyloxy)phenoxy)butyloxyacetaldehyde was dissolved in 10 ml of anhydrous methanol, to which 5 mg of ammonium chloride was added, and the mixture was heated under reflux for 3 hours After left alone for cooling, the reaction mixture was mixed with 10 ml of saturated aqueous sodium hydrogencarbonate solution. The methanol was distilled out, and the residue was extracted twice with diethyl ether. The diethyl ether layers were combined, washed wi... The reactants are N1=CC(=CC=C1)CO (3-pyridinemethanol), BrCC(=O)OC(C)(C)C (tert-butyl bromoacetate), [H-].[Na+] (sodium hydride). Solvent: CN(C)C=O (DMF), CN(C)C=O (DMF), CN(C)C=O (DMF). Run at time 30 minute. Yields the product N1=CC(=CC=C1)COCC(=O)OC(C)(C)C (tert-butyl (3-pyridylmethoxy)acetate). As a reaction SMILES: [H-].[Na+].[N:3]1[CH:8]=[CH:7][CH:6]=[C:5]([CH2:9][OH:10])[CH:4]=1.Br[CH2:12][C:13]([O:15][C:16]([CH3:19])([CH3:18])[CH3:17])=[O:14]>CN(C=O)C>[N:3]1[CH:8]=[CH:7][CH:6]=[C:5]([CH2:9][O:10][CH2:12][C:13]([O:15][C:16]([CH3:19])([CH3:18])[CH3:17])=[O:14])[CH:4]=1 |f:0.1|. Procedure: To a suspension of sodium hydride (0.4 g) in DMF (8 ml) was added dropwise a solution of 3-pyridinemethanol (1.09 g) in DMF (5 ml), and the mixture was stirred at room temperature for 30 minutes. Then a solution of tert-butyl bromoacetate (1.62 ml) in DMF (5 ml) was added to the mixture. After stirring for one hour, the reaction mixture was concentrated under reduced pressure. The residue was dissolved in AcOEt (20 ml), washed with brine, dried over MgSO4, and concentrated under reduced pressure...